Task: describe an organic reaction: reactants, conditions, products, and yield. Dataset: the Open Reaction Database (ORD), a public repository of structured organic reaction records Starting materials: [OH-].[Ba+2].[OH-] (barium hydroxide), [K].C(C)(C)(C)C1=CC=C(C=C1)S(=O)(=O)NC1=NC(=NC(=C1OC1=C(C=CC=C1)OC)Cl)C1=NC=CC=N1 (p-tert-butyl-N-[6-chloro-5-(2-methoxy-phenoxy)-[2,2′-bipyrimidin]-4-yl]benzenesulfonamide potassium salt), [OH-].[Ba+2].[OH-] (barium hydroxide), C(CO)O (Ethylene glycol), C1(=CC=CC=C1)C (toluene), C1(=CC=CC=C1)C (toluene). Solvent: O (water), C(C)O (ethanol). Conditions: temperature 110 celsius, time 4 hour. The product is CC(C)(C)C=1C=CC(=CC1)S(=O)(=O)NC=2C(=C(N=C(N2)C=3N=CC=CN3)OCCO)OC=4C=CC=CC4OC (bosentan). As a reaction SMILES: [K].[C:2]([C:6]1[CH:11]=[CH:10][C:9]([S:12]([NH:15][C:16]2[C:21]([O:22][C:23]3[CH:28]=[CH:27][CH:26]=[CH:25][C:24]=3[O:29][CH3:30])=[C:20](Cl)[N:19]=[C:18]([C:32]3[N:37]=[CH:36][CH:35]=[CH:34][N:33]=3)[N:17]=2)(=[O:14])=[O:13])=[CH:8][CH:7]=1)([CH3:5])([CH3:4])[CH3:3].[OH-].[Ba+2].[OH-].[CH2:41]([OH:44])[CH2:42][OH:43].C1(C)C=CC=CC=1>O.C(O)C>[CH3:3][C:2]([C:6]1[CH:11]=[CH:10][C:9]([S:12]([NH:15][C:16]2[C:21]([O:22][C:23]3[CH:28]=[CH:27][CH:26]=[CH:25][C:24]=3[O:29][CH3:30])=[C:20]([O:43][CH2:42][CH2:41][OH:44])[N:19]=[C:18]([C:32]3[N:37]=[CH:36][CH:35]=[CH:34][N:33]=3)[N:17]=2)(=[O:14])=[O:13])=[CH:8][CH:7]=1)([CH3:5])[CH3:4] |f:0.1,2.3.4,^1:0|. Procedure details: 10 gms of p-tert-butyl-N-[6-chloro-5-(2-methoxy-phenoxy)-[2,2′-bipyrimidin]-4-yl]benzenesulfonamide potassium salt and barium hydroxide (1.5 gms) were charged to a reaction vessel. Ethylene glycol (30 ml) and toluene (150 ml) were added thereto. The reaction mass was heated at a temperature of 110° C. for 2 hours. Further 1.5 gms of barium hydroxide was added and heating was continued for another 4 hours. After completion of the reaction, toluene was removed by distillation and water (150 ml) wa... Reported procedure: 2.77 g of 1-[3-(2-isopropyloxyethylamino)benzoyl]-4-[2-(4-chlorophenyl)ethyl]piperazine are dissolved in 50 ml of absolute tetrahydrofuran and stirred at RT with 1.07 g of Hunig base and 0.794 g of chloroacetyl chloride in 5 ml of absolute tetrahydrofuran. After approximately 15 minutes, the thin suspension is concentrated by evaporation, dissolved in ethyl acetate and washed with water until neutral. Concentration by evaporation, chromatography of the residue over silica gel (eluant: ethyl acet... Reaction conditions: time 15 minute. The reactants are CCN(C(C)C)C(C)C (Hunig base), ClCC(=O)Cl (chloroacetyl chloride), C(C)(C)OCCNC=1C=C(C(=O)N2CCN(CC2)CCC2=CC=C(C=C2)Cl)C=CC1 (1-[3-(2-isopropyloxyethylamino)benzoyl]-4-[2-(4-chlorophenyl)ethyl]piperazine). Solvent: O1CCCC1 (tetrahydrofuran), O1CCCC1 (tetrahydrofuran). Reaction SMILES: [CH:1]([O:4][CH2:5][CH2:6][NH:7][C:8]1[CH:9]=[C:10]([CH:28]=[CH:29][CH:30]=1)[C:11]([N:13]1[CH2:18][CH2:17][N:16]([CH2:19][CH2:20][C:21]2[CH:26]=[CH:25][C:24]([Cl:27])=[CH:23][CH:22]=2)[CH2:15][CH2:14]1)=[O:12])([CH3:3])[CH3:2].CCN(C(C)C)C(C)C.[Cl:40][CH2:41][C:42](Cl)=[O:43]>O1CCCC1>[ClH:27].[CH:1]([O:4][CH2:5][CH2:6][N:7]([C:8]1[CH:9]=[C:10]([CH:28]=[CH:29][CH:30]=1)[C:11]([N:13]1[CH2:18][CH2:17][N:16]([CH2:19][CH2:20][C:21]2[CH:22]=[CH:23][C:24]([Cl:27])=[CH:25][CH:26]=2)[CH2:15][CH2:14]1)=[O:12])[C:42](=[O:43])[CH2:41][Cl:40])([CH3:3])[CH3:2] |f:4.5|. Product: Cl.C(C)(C)OCCN(C(CCl)=O)C=1C=C(C(=O)N2CCN(CC2)CCC2=CC=C(C=C2)Cl)C=CC1 (1-{3-[N-(2-isopropyloxyethyl)-N-chloroacetylamino]benzoyl}-4-[2-(4-chlorophenyl)ethyl]piperazine hydrochloride). Starting materials: COC(=O)C(Cc1ccc(N)cc1)NC(=O)OC(C)(C)C, CCO, CCN(C(C)C)C(C)C, N#Cc1cc2cnccc2nc1Cl. Yields the product COC(=O)C(Cc1ccc(Nc2nc3ccncc3cc2C#N)cc1)NC(=O)OC(C)(C)C. RXN SMILES: [CH3:1][O:2][C:3]([CH:4]([CH2:5][c:6]1[cH:7][cH:8][c:9]([NH2:12])[cH:10][cH:11]1)[NH:13][C:14](=[O:15])[O:16][C:17]([CH3:18])([CH3:19])[CH3:20])=[O:21].[CH3:44][CH2:45][OH:46].[CH:35]([N:36]([CH:37]([CH3:38])[CH3:39])[CH2:40][CH3:41])([CH3:42])[CH3:43].[Cl:22][c:23]1[n:24][c:25]2[cH:26][cH:27][n:28][cH:29][c:30]2[cH:31][c:32]1[C:33]#[N:34]>>[CH3:1][O:2][C:3]([CH:4]([CH2:5][c:6]1[cH:7][cH:8][c:9]([NH:12][c:23]2[n:24][c:25]3[cH:26][cH:27][n:28][cH:29][c:30]3[cH:31][c:32]2[C:33]#[N:34])[cH:10][cH:11]1)[NH:13][C:14](=[O:15])[O:16][C:17]([CH3:18])([CH3:19])[CH3:20])=[O:21]. Reactants: ClC1=NC=CC(=N1)N(C1=CC2=C(N(C(=N2)NC(C)C)C)C=C1)C (N5-(2-chloropyrimidin-4-yl)-N2-isopropyl-N5,1-dimethyl-1H-benzimidazole-2,5-diamine), NC=1C=CC(=C(C1)S(=O)(=O)N)Cl (5-amino-2-chloro-benzenesulfonamide). Product: ClC1=C(C=C(C=C1)NC1=NC=CC(=N1)N(C)C1=CC2=C(N(C(=N2)NC(C)C)C)C=C1)S(=O)(=O)N (2-Chloro-5-{4-[(2-isopropylamino-1-methyl-1H-benzoimidazol-5-yl)-methyl-amino]-pyrimidin-2-ylamino}-benzenesulfonamide). Reaction SMILES: Cl[C:2]1[N:7]=[C:6]([N:8]([CH3:23])[C:9]2[CH:22]=[CH:21][C:12]3[N:13]([CH3:20])[C:14]([NH:16][CH:17]([CH3:19])[CH3:18])=[N:15][C:11]=3[CH:10]=2)[CH:5]=[CH:4][N:3]=1.[NH2:24][C:25]1[CH:26]=[CH:27][C:28]([Cl:35])=[C:29]([S:31]([NH2:34])(=[O:33])=[O:32])[CH:30]=1>>[Cl:35][C:28]1[CH:27]=[CH:26][C:25]([NH:24][C:2]2[N:7]=[C:6]([N:8]([C:9]3[CH:22]=[CH:21][C:12]4[N:13]([CH3:20])[C:14]([NH:16][CH:17]([CH3:19])[CH3:18])=[N:15][C:11]=4[CH:10]=3)[CH3:23])[CH:5]=[CH:4][N:3]=2)=[CH:30][C:29]=1[S:31]([NH2:34])(=[O:33])=[O:32]. Procedure: The title compound was prepared following the procedure of example 1 with N5-(2-chloropyrimidin-4-yl)-N2-isopropyl-N5,1-dimethyl-1H-benzimidazole-2,5-diamine (83 mg, 0.25 mmol) and 5-amino-2-chloro-benzenesulfonamide (52 mg, 0.25 mmol) as a white solid (74 mg, 59%). 1H NMR (300 MHz, d6-DMSO) δ 9.58 (s, 1H), 8.78 (s, 1H), 7.83 (dd, J=8.7 and 2.1 Hz, 1H), 7.78 (d, J=5.7 Hz, 1H), 7.55 (br s, 1H), 7.40 (d, J=8.7 Hz, 1H), 7.19 (d, J=8.4 Hz, 1H), 7.08 (s, 12H), 6.80 (d, J=8.1 Hz, 1H), 6.61 (d, J=7.5 H...